This data is from the Open Reaction Database (ORD), a public repository of structured organic reaction records. The task is: describe an organic reaction: reactants, conditions, products, and yield The reactants are CC(=O)C#N, CCOCC, CC(C)=O, N#CC(N)=C(N)C#N, Cc1ccc(S(=O)(=O)O)cc1. Product: CC(C#N)=NC(C#N)=C(N)C#N. Reaction SMILES: [C:9]([CH3:10])(=[O:11])[C:12]#[N:13].[CH3:25][CH2:26][O:27][CH2:28][CH3:29].[CH3:30][C:31](=[O:32])[CH3:33].[NH2:1][C:2](=[C:3]([C:4]#[N:5])[NH2:6])[C:7]#[N:8].[c:14]1([CH3:15])[cH:16][cH:17][c:18]([S:19]([OH:20])(=[O:21])=[O:22])[cH:23][cH:24]1>>[NH2:1][C:2](=[C:3]([C:4]#[N:5])[N:6]=[C:9]([CH3:10])[C:12]#[N:13])[C:7]#[N:8]. Reactants: COc1c(Br)c(C)c(C#N)c2nc(C3CC3)oc12, CC(C)(C)C1=C(O)C(C)(C(C)(C)C)CC=C1, CCCC[Sn](CCCC)(CCCC)c1ccccc1, C1COCCO1, Cl[Pd]Cl, c1ccc(P(c2ccccc2)c2ccccc2)cc1, c1ccc(P(c2ccccc2)c2ccccc2)cc1. The product is COc1c(-c2ccccc2)c(C)c(C#N)c2nc(C3CC3)oc12. As a reaction SMILES: [Br:1][c:2]1[c:3]([O:17][CH3:18])[c:4]2[c:5]([n:6][c:7]([CH:9]3[CH2:10][CH2:11]3)[o:8]2)[c:12]([C:15]#[N:16])[c:13]1[CH3:14].[C:38]([C:39]1([CH3:40])[C:41]([OH:42])=[C:43]([C:44]([CH3:45])([CH3:46])[CH3:47])[CH:48]=[CH:49][CH2:50]1)([CH3:51])([CH3:52])[CH3:53].[CH2:19]([Sn:20]([CH2:21][CH2:22][CH2:23][CH3:30])([c:24]1[cH:25][cH:26][cH:27][cH:28][cH:29]1)[CH2:31][CH2:32][CH2:33][CH3:34])[CH2:35][CH2:36][CH3:37].[CH2:95]1[O:96][CH2:97][CH2:98][O:99][CH2:100]1.[Pd:54]([Cl:55])[Cl:56].[c:57]1([P:58]([c:59]2[cH:60][cH:61][cH:62][cH:63][cH:64]2)[c:65]2[cH:66][cH:67][cH:68][cH:69][cH:70]2)[cH:71][cH:72][cH:73][cH:74][cH:75]1.[c:76]1([P:77]([c:78]2[cH:79][cH:80][cH:81][cH:82][cH:83]2)[c:84]2[cH:85][cH:86][cH:87][cH:88][cH:89]2)[cH:90][cH:91][cH:92][cH:93][cH:94]1>>[c:2]1(-[c:24]2[cH:25][cH:26][cH:27][cH:28][cH:29]2)[c:3]([O:17][CH3:18])[c:4]2[c:5]([n:6][c:7]([CH:9]3[CH2:10][CH2:11]3)[o:8]2)[c:12]([C:15]#[N:16])[c:13]1[CH3:14].